From a dataset of the Open Reaction Database (ORD), a public repository of structured organic reaction records. describe an organic reaction: reactants, conditions, products, and yield The reactants are O(S(=O)(=O)C(F)(F)F)S(=O)(=O)C(F)(F)F (Tf2O), BrC1=CC=C(C=C1)C1=CC2=C(S1)C=C(C=C2)O (2-(4-bromo-phenyl)-benzo[b]thiophen-6-ol). Run in N1=CC=CC=C1 (pyridine). The product is BrC1=CC=C(C=C1)C1=CC2=C(S1)C=C(C=C2)OS(=O)(=O)C(F)(F)F (Trifluoro-methanesulfonic acid 2-(4-bromo-phenyl)-benzo[b]thiophen-6-yl ester). Reaction SMILES: [O:1]([S:9]([C:12]([F:15])([F:14])[F:13])(=[O:11])=[O:10])S(C(F)(F)F)(=O)=O.[Br:16][C:17]1[CH:22]=[CH:21][C:20]([C:23]2[S:27][C:26]3[CH:28]=[C:29](O)[CH:30]=[CH:31][C:25]=3[CH:24]=2)=[CH:19][CH:18]=1>N1C=CC=CC=1>[Br:16][C:17]1[CH:22]=[CH:21][C:20]([C:23]2[S:27][C:26]3[CH:28]=[C:29]([O:1][S:9]([C:12]([F:13])([F:14])[F:15])(=[O:10])=[O:11])[CH:30]=[CH:31][C:25]=3[CH:24]=2)=[CH:19][CH:18]=1. Reported procedure: Tf2O was added slowly to a mixture of 2-(4-bromo-phenyl)-benzo[b]thiophen-6-ol (200 mg, 0.66 mol) in pyridine (3 mL) at 0° C. with stirring. The mixture was stirred at ambient temperature for 16 hours before quenched with NaHCO3 solution. The mixture was extracted with ethyl acetate (50 mL). The organic layer was washed with water and brine, dried over Na2SO4, filtered and concentrated in vacuo. The obtained residue was used for next step reaction without further purification. Starting materials: CC(=O)N1C(Cc2cc(F)cc(F)c2)C(C2CC(OCc3ccccc3)CN2C(=O)OC(C)(C)C)OC1(C)C, CO, [H][H]. The product is CC(=O)N1C(Cc2cc(F)cc(F)c2)C(C2CC(O)CN2C(=O)OC(C)(C)C)OC1(C)C. As a reaction SMILES: [C:1]([CH3:2])([CH3:3])([CH3:4])[O:5][C:6](=[O:7])[N:8]1[CH:9]([CH:21]2[CH:22]([CH2:31][c:32]3[cH:33][c:34]([F:39])[cH:35][c:36]([F:38])[cH:37]3)[N:23]([C:28]([CH3:29])=[O:30])[C:24]([CH3:26])([CH3:27])[O:25]2)[CH2:10][CH:11]([O:13][CH2:14][c:15]2[cH:16][cH:17][cH:18][cH:19][cH:20]2)[CH2:12]1.[CH3:42][OH:43].[H:40][H:41]>>[C:1]([CH3:2])([CH3:3])([CH3:4])[O:5][C:6](=[O:7])[N:8]1[CH:9]([CH:21]2[CH:22]([CH2:31][c:32]3[cH:33][c:34]([F:39])[cH:35][c:36]([F:38])[cH:37]3)[N:23]([C:28]([CH3:29])=[O:30])[C:24]([CH3:26])([CH3:27])[O:25]2)[CH2:10][CH:11]([OH:13])[CH2:12]1. Starting materials: FC1=C(C=C(CNC(=O)C2=NC(=NC(=C2)C=NO)C)C=C1)OC (N-(4-fluoro-3-methoxybenzyl)-6-((hydroxyimino)methyl)-2-methyl pyrimidine-4-carboxamide), CC1=CC=C(C=C1)S(=O)(=O)OC[C@H]1OC[C@@H](OC1)C=C (((2S,5S)-5-vinyl-1,4-dioxan-2-yl)methyl 4-methylbenzenesulfonate), C(C)(=O)O.C(C)(=O)O.IC1=CC=CC=C1 (iodobenzene diacetate). Run at time 5 hour. Product: CC1=CC=C(C=C1)S(=O)(=O)OC[C@H]1OC[C@@H](OC1)[C@@H]1CC(=NO1)C1=NC(=NC(=C1)C(NCC1=CC(=C(C=C1)F)OC)=O)C (((2S,5R)-5-((S)-3-(6-(4-fluoro-3-methoxybenzylcarbamoyl)-2-methylpyrimidin-4-yl)-4,5-dihydroisoxazol-5-yl)-1,4-dioxan-2-yl)methyl 4-methylbenzenesulfonate). Isolated yield 24.3%. RXN SMILES: [F:1][C:2]1[CH:21]=[CH:20][C:5]([CH2:6][NH:7][C:8]([C:10]2[CH:15]=[C:14]([CH:16]=[N:17][OH:18])[N:13]=[C:12]([CH3:19])[N:11]=2)=[O:9])=[CH:4][C:3]=1[O:22][CH3:23].[CH3:24][C:25]1[CH:30]=[CH:29][C:28]([S:31]([O:34][CH2:35][C@@H:36]2[CH2:41][O:40][C@@H:39]([CH:42]=[CH2:43])[CH2:38][O:37]2)(=[O:33])=[O:32])=[CH:27][CH:26]=1.C(O)(=O)C.C(O)(=O)C.IC1C=CC=CC=1>>[CH3:24][C:25]1[CH:30]=[CH:29][C:28]([S:31]([O:34][CH2:35][C@@H:36]2[CH2:41][O:40][C@@H:39]([C@H:42]3[O:18][N:17]=[C:16]([C:14]4[CH:15]=[C:10]([C:8](=[O:9])[NH:7][CH2:6][C:5]5[CH:20]=[CH:21][C:2]([F:1])=[C:3]([O:22][CH3:23])[CH:4]=5)[N:11]=[C:12]([CH3:19])[N:13]=4)[CH2:43]3)[CH2:38][O:37]2)(=[O:32])=[O:33])=[CH:27][CH:26]=1 |f:2.3.4|. Procedure details: To a stirred solution of N-(4-fluoro-3-methoxybenzyl)-6-((hydroxyimino)methyl)-2-methyl pyrimidine-4-carboxamide (3.84 g, 12.08 mmol, Preparation #9) and ((2S,5S)-5-vinyl-1,4-dioxan-2-yl)methyl 4-methylbenzenesulfonate (3.0 g, 10.06 mmol, Preparation#11) in CHC3 (30 mL), was added iodobenzene diacetate (6.48 g, 20.13 mmol, Aldrich) portion wise (divided in to 4 equal portions and added over a period of 4 hrs). After the addition is completed, the reaction mixture was stirred for another 5 h and ... The reactants are N#Cc1ccc(CCN2CCC3(CC2)CO3)cc1, [Li]CCCC, CNc1ccc(C(=O)OC(C)(C)C)cc1, CCCCCC, C1CCOC1, O. The product is CN(CC1(O)CCN(CCc2ccc(C#N)cc2)CC1)c1ccc(C(=O)OC(C)(C)C)cc1. As a reaction SMILES: [C:27](#[N:28])[c:29]1[cH:30][cH:31][c:32]([CH2:35][CH2:36][N:37]2[CH2:38][CH2:39][C:40]3([O:41][CH2:42]3)[CH2:43][CH2:44]2)[cH:33][cH:34]1.[CH2:7]([Li:8])[CH2:9][CH2:10][CH3:11].[CH3:12][NH:13][c:14]1[cH:15][cH:16][c:17]([C:18](=[O:19])[O:20][C:21]([CH3:22])([CH3:23])[CH3:24])[cH:25][cH:26]1.[CH3:1][CH2:2][CH2:3][CH2:4][CH2:5][CH3:6].[O:46]1[CH2:47][CH2:48][CH2:49][CH2:50]1.[OH2:45]>>[CH3:12][N:13]([c:14]1[cH:15][cH:16][c:17]([C:18](=[O:19])[O:20][C:21]([CH3:22])([CH3:23])[CH3:24])[cH:25][cH:26]1)[CH2:42][C:40]1([OH:41])[CH2:39][CH2:38][N:37]([CH2:36][CH2:35][c:32]2[cH:31][cH:30][c:29]([C:27]#[N:28])[cH:34][cH:33]2)[CH2:44][CH2:43]1. Reactants: S(=O)(=O)(O)C1=CC=C(C=C1)NC(NN)=S (4-(4-sulfophenyl)-3-thiosemicarbazide), [Na] (sodium), ClC=1C(=C(C=O)C=C(C1)Cl)O (3,5-dichloro-2-hydroxybenzaldehyde), Cl (hydrochloric acid). Solvent: C(C)O (ethanol). Product: ClC=1C(=C(C=NNC(=S)NC2=CC=C(C=C2)S(=O)(=O)O)C=C(C1)Cl)O (1-(3,5-dichloro-2-hydroxybenzylidene)-4-(4-sulfophenyl)-3-thiosemicarbazide). Yield: 24.0%. Reaction SMILES: [S:1]([C:5]1[CH:10]=[CH:9][C:8]([NH:11][C:12](=[S:15])[NH:13][NH2:14])=[CH:7][CH:6]=1)([OH:4])(=[O:3])=[O:2].[Na].[Cl:17][C:18]1[C:19]([OH:27])=[C:20]([CH:23]=[C:24]([Cl:26])[CH:25]=1)[CH:21]=O.Cl>C(O)C>[Cl:17][C:18]1[C:19]([OH:27])=[C:20]([CH:23]=[C:24]([Cl:26])[CH:25]=1)[CH:21]=[N:14][NH:13][C:12]([NH:11][C:8]1[CH:7]=[CH:6][C:5]([S:1]([OH:4])(=[O:2])=[O:3])=[CH:10][CH:9]=1)=[S:15] |^1:15|. Reported procedure: A mixture of 4-(4-sulfophenyl)-3-thiosemicarbazide, sodium salt (740 mg, 2.75 mmol), 3,5-dichloro-2-hydroxybenzaldehyde (577 mg, 3.02 mmol), concentrated aqueous hydrochloric acid (0.3 mL) and ethanol (10 mL) was heated under reflux for 20 min. then cooled. The solid was filtered, washed (water) and dried to give the title compound (277 mg, 24%) as a solid. MS (ES−) m/e 418, 420 [M−H]−.